From a dataset of the Open Reaction Database (ORD), a public repository of structured organic reaction records. describe an organic reaction: reactants, conditions, products, and yield Yield: 34.0%. Procedure details: Bromine (0.527 g, 0.17 mL, 0.0033 mol) is added to a solution of 3-(p-chlorophenyl)-2,5-bis(trifluoromethyl)pyrrole (0.94 g, 0.003 mol), acetic acid (6 mL) and sodium acetate (0.984 g, 0.012 mol). After 1 hour the reaction mixture is diluted with water and extracted with ether. The combined organic extracts are washed sequentially with water, sodium metabisulfite solution, water and brine, dried over anhydrous sodium sulfate and concentrated in vacuo to give a colorless oil. The oil is chromatog... Run in O (water). The reactants are BrBr (Bromine), ClC1=CC=C(C=C1)C1=C(NC(=C1)C(F)(F)F)C(F)(F)F (3-(p-chlorophenyl)-2,5-bis(trifluoromethyl)pyrrole), C(C)(=O)O (acetic acid), C(C)(=O)[O-].[Na+] (sodium acetate). As a reaction SMILES: [Br:1]Br.[Cl:3][C:4]1[CH:9]=[CH:8][C:7]([C:10]2[CH:14]=[C:13]([C:15]([F:18])([F:17])[F:16])[NH:12][C:11]=2[C:19]([F:22])([F:21])[F:20])=[CH:6][CH:5]=1.C(O)(=O)C.C([O-])(=O)C.[Na+]>O>[Br:1][C:14]1[C:10]([C:7]2[CH:6]=[CH:5][C:4]([Cl:3])=[CH:9][CH:8]=2)=[C:11]([C:19]([F:22])([F:20])[F:21])[NH:12][C:13]=1[C:15]([F:16])([F:17])[F:18] |f:3.4|. Yields the product BrC1=C(NC(=C1C1=CC=C(C=C1)Cl)C(F)(F)F)C(F)(F)F (3-Bromo-4-(p-chlorophenyl)-2,5-bis(trifluoromethyl)pyrrole). Starting materials: CCN(CC)C(=O)c1ccc(C(=O)NN)s1, CC(=O)c1csc(-c2ccc(C(F)(F)F)cc2)c1O. Product: CCN(CC)C(=O)c1ccc(C(=O)NN=C(C)c2csc(-c3ccc(C(F)(F)F)cc3)c2O)s1. RXN SMILES: [CH2:20]([CH3:21])[N:22]([C:23](=[O:24])[c:25]1[s:26][c:27]([C:30](=[O:31])[NH:32][NH2:33])[cH:28][cH:29]1)[CH2:34][CH3:35].[F:1][C:2]([c:3]1[cH:4][cH:5][c:6](-[c:9]2[s:10][cH:11][c:12]([C:15](=[O:16])[CH3:17])[c:13]2[OH:14])[cH:7][cH:8]1)([F:18])[F:19]>>[F:1][C:2]([c:3]1[cH:4][cH:5][c:6](-[c:9]2[s:10][cH:11][c:12]([C:15]([CH3:17])=[N:33][NH:32][C:30]([c:27]3[s:26][c:25]([C:23]([N:22]([CH2:20][CH3:21])[CH2:34][CH3:35])=[O:24])[cH:29][cH:28]3)=[O:31])[c:13]2[OH:14])[cH:7][cH:8]1)([F:18])[F:19]. The reactants are CCO, CN(C)C(=O)c1ccccc1[N+](=O)[O-]. Product: CN(C)C(=O)c1ccccc1N. As a reaction SMILES: [CH3:15][CH2:16][OH:17].[CH3:1][N:2]([C:3]([c:4]1[c:5]([N+:10]([O-:11])=[O:12])[cH:6][cH:7][cH:8][cH:9]1)=[O:13])[CH3:14]>>[CH3:1][N:2]([C:3]([c:4]1[c:5]([NH2:10])[cH:6][cH:7][cH:8][cH:9]1)=[O:13])[CH3:14]. The reactants are [H-].[Na+] (Sodium hydride), C(C)C1=NNC(=C1OC=1C=C(C#N)C=CC1)CC (3-[(3,5-Diethyl-1H-pyrazol-4-yl)oxy]benzonitrile), BrCCOC (1-bromo-2-methoxy-ethane). Solvent: CN(C=O)C (dimethylformamide). Reaction conditions: time 4 hour. Product: C(C)C1=NN(C(=C1OC=1C=C(C#N)C=CC1)CC)CCOC (3-{[3,5-Diethyl-1-(2-methoxyethyl)-1H-pyrazol-4-yl]oxy}benzonitrile). Isolated yield 53.8%. RXN SMILES: [H-].[Na+].[CH2:3]([C:5]1[C:9]([O:10][C:11]2[CH:12]=[C:13]([CH:16]=[CH:17][CH:18]=2)[C:14]#[N:15])=[C:8]([CH2:19][CH3:20])[NH:7][N:6]=1)[CH3:4].Br[CH2:22][CH2:23][O:24][CH3:25]>CN(C)C=O>[CH2:3]([C:5]1[C:9]([O:10][C:11]2[CH:12]=[C:13]([CH:16]=[CH:17][CH:18]=2)[C:14]#[N:15])=[C:8]([CH2:19][CH3:20])[N:7]([CH2:22][CH2:23][O:24][CH3:25])[N:6]=1)[CH3:4] |f:0.1|. Procedure details: Sodium hydride (60% dispersion in oil, 22 mg, 0.54 mmol) was added to a solution of the pyrazole from Example 60 (100 mg, 0.41 mmol) and 1-bromo-2-methoxy-ethane (51 μl, 0.54 mmol) in dimethylformamide (1.5 ml) at 0° C. under nitrogen. The reaction was allowed to warm to room temperature and was stirred for 4 hours. The reaction was quenched with water and the solvent was removed under reduced pressure. The residue was partitioned between ethyl acetate (20 ml) and water (10 ml) and the organic p... Starting materials: OS(=O)(=O)O (H2SO4), NC1=C(C=C(C#N)C=C1)CC (4-amino-3-ethylbenzonitrile), N(=O)[O-].[Na+] (NaNO2). Solvent: O (H2O), O (H2O). Conditions: temperature 100 celsius, time 2 hour. Yields the product C(C)C=1C=C(C#N)C=CC1O (3-ethyl-4-hydroxy-benzonitrile). Reaction SMILES: OS(O)(=O)=O.N[C:7]1[CH:14]=[CH:13][C:10]([C:11]#[N:12])=[CH:9][C:8]=1[CH2:15][CH3:16].N([O-])=[O:18].[Na+]>O>[CH2:15]([C:8]1[CH:9]=[C:10]([CH:13]=[CH:14][C:7]=1[OH:18])[C:11]#[N:12])[CH3:16] |f:2.3|. Procedure details: Concentrated H2SO4 (3.4 mL) was added dropwise to a solution of 4-amino-3-ethylbenzonitrile (6.84 mmol) in H2O (12 mL) at 0° C. A solution of NaNO2 (7.52 mmol) in H2O (5 mL) was added dropwise at 0° C. to the resulting mixture. The reaction was stirred at 0° C. for 30 min and at 100° C. for 2 h. The mixture was cooled to room temperature and extracted with EtOAc. The organic layer was washed (H2O), dried and concentrated to yield the desired product. Reactants: N#Cc1ccc(B(O)O)cc1, CO, [K+], N, [OH-], O. Yields the product O=C(O)c1ccc(B(O)O)cc1. RXN SMILES: [C:1](#[N:2])[c:3]1[cH:4][cH:5][c:6]([B:9]([OH:10])[OH:11])[cH:7][cH:8]1.[CH3:16][OH:17].[K+:13].[NH3:14].[OH-:12].[OH2:15]>>[C:1]([c:3]1[cH:4][cH:5][c:6]([B:9]([OH:10])[OH:11])[cH:7][cH:8]1)(=[O:12])[OH:15]. The reactants are CNCCNC, OC(c1ccc(I)cc1)C(F)(F)F, [I-], [K+], [K+], [K+], O=C1NCCC12CCC1(CC2)OCCO1, CN(C)C=O, O=P([O-])([O-])[O-]. The product is O=C1N(c2ccc(C(O)C(F)(F)F)cc2)CCC12CCC1(CC2)OCCO1. Reaction SMILES: [CH3:29][NH:30][CH2:31][CH2:32][NH:33][CH3:34].[F:16][C:17]([CH:18]([OH:19])[c:20]1[cH:21][cH:22][c:23]([I:26])[cH:24][cH:25]1)([F:27])[F:28].[I-:35].[K+:41].[K+:42].[K+:43].[O:1]1[CH2:2][CH2:3][O:4][C:5]12[CH2:6][CH2:7][C:8]1([C:9](=[O:13])[NH:10][CH2:11][CH2:12]1)[CH2:14][CH2:15]2.[O:44]=[CH:45][N:46]([CH3:47])[CH3:48].[P:36]([O-:37])([O-:38])([O-:39])=[O:40]>>[O:1]1[CH2:2][CH2:3][O:4][C:5]12[CH2:6][CH2:7][C:8]1([C:9](=[O:13])[N:10]([c:23]3[cH:22][cH:21][c:20]([CH:18]([C:17]([F:16])([F:27])[F:28])[OH:19])[cH:25][cH:24]3)[CH2:11][CH2:12]1)[CH2:14][CH2:15]2.